Dataset: the Open Reaction Database (ORD), a public repository of structured organic reaction records. Task: describe an organic reaction: reactants, conditions, products, and yield Reactants: C(C)(C)(C)OC(C1=CC(=NC(=C1)C)NCCC=C)=O (2-but-3-enylamino-6-methyl-isonicotinic acid tert-butyl ester). Run in C(=O)(C(F)(F)F)O (TFA). Yields the product C(CC=C)NC=1C=C(C(=O)O)C=C(N1)C (2-But-3-enylamino-6-methyl-isonicotinic acid). As a reaction SMILES: C([O:5][C:6](=[O:19])[C:7]1[CH:12]=[C:11]([CH3:13])[N:10]=[C:9]([NH:14][CH2:15][CH2:16][CH:17]=[CH2:18])[CH:8]=1)(C)(C)C>C(O)(C(F)(F)F)=O>[CH2:15]([NH:14][C:9]1[CH:8]=[C:7]([CH:12]=[C:11]([CH3:13])[N:10]=1)[C:6]([OH:19])=[O:5])[CH2:16][CH:17]=[CH2:18]. Reported procedure: A solution of 86 mg (0.33 mmol) 2-but-3-enylamino-6-methyl-isonicotinic acid tert-butyl ester in 2 ml TFA is stirred for 18 h and evaporated. The title compound thus obtained is used in the next step without further purification.